Dataset: the Open Reaction Database (ORD), a public repository of structured organic reaction records. Task: describe an organic reaction: reactants, conditions, products, and yield The reactants are C(C)OC=1NC2=C(N1)C=C(C=C2C)C2=NC1=C(N2C)C=CC=C1 (2-ethoxy-4-methyl-6-(1-methyl-benzimidazol-2-yl)-benzimidazole), CC(C)([O-])C.[K+] (potassium tert.butoxide), [Cl-].[Na+] (sodium chloride), BrCC1=CC=C(C=C1)C1=C(C=CC=C1)C=1N=NN(N1)C(C1=CC=CC=C1)(C1=CC=CC=C1)C1=CC=CC=C1 (4'-bromomethyl-2-(2-triphenylmethyl-tetrazol-5-yl)-biphenyl). The solvent is CS(=O)C (dimethylsulphoxide). Conditions: time 15 minute. Yields the product C(C)OC1=NC2=C(N1CC1=CC=C(C=C1)C1=C(C=CC=C1)C=1N=NN(N1)C(C1=CC=CC=C1)(C1=CC=CC=C1)C1=CC=CC=C1)C=C(C=C2C)C2=NC1=C(N2C)C=CC=C1 (4'-[(2-Ethoxy-4-methyl-6-(1-methyl-benzimidazol-2-yl)-benzimidazol-1-yl)-methyl]-2-(2-triphenylmethyl-tetrazol-5-yl)-biphenyl). Reaction SMILES: [CH2:1]([O:3][C:4]1[NH:5][C:6]2[C:12]([CH3:13])=[CH:11][C:10]([C:14]3[N:18]([CH3:19])[C:17]4[CH:20]=[CH:21][CH:22]=[CH:23][C:16]=4[N:15]=3)=[CH:9][C:7]=2[N:8]=1)[CH3:2].CC(C)([O-])C.[K+].Br[CH2:31][C:32]1[CH:37]=[CH:36][C:35]([C:38]2[CH:43]=[CH:42][CH:41]=[CH:40][C:39]=2[C:44]2[N:45]=[N:46][N:47]([C:49]([C:62]3[CH:67]=[CH:66][CH:65]=[CH:64][CH:63]=3)([C:56]3[CH:61]=[CH:60][CH:59]=[CH:58][CH:57]=3)[C:50]3[CH:55]=[CH:54][CH:53]=[CH:52][CH:51]=3)[N:48]=2)=[CH:34][CH:33]=1.[Cl-].[Na+]>CS(C)=O>[CH2:1]([O:3][C:4]1[N:8]([CH2:31][C:32]2[CH:33]=[CH:34][C:35]([C:38]3[CH:43]=[CH:42][CH:41]=[CH:40][C:39]=3[C:44]3[N:45]=[N:46][N:47]([C:49]([C:62]4[CH:67]=[CH:66][CH:65]=[CH:64][CH:63]=4)([C:56]4[CH:57]=[CH:58][CH:59]=[CH:60][CH:61]=4)[C:50]4[CH:55]=[CH:54][CH:53]=[CH:52][CH:51]=4)[N:48]=3)=[CH:36][CH:37]=2)[C:7]2[CH:9]=[C:10]([C:14]3[N:18]([CH3:19])[C:17]4[CH:20]=[CH:21][CH:22]=[CH:23][C:16]=4[N:15]=3)[CH:11]=[C:12]([CH3:13])[C:6]=2[N:5]=1)[CH3:2] |f:1.2,4.5|. Procedure details: To a solution of 570 mg (1.86 mMol) of 2-ethoxy-4-methyl-6-(1-methyl-benzimidazol-2-yl)-benzimidazole in 20 ml of dimethylsulphoxide are added 224 mg (2.0 mMol) of potassium tert.butoxide and the mixture is stirred for 15 minutes at ambient temperature. Then 1.11 g (2.0 mMol) of 4'-bromomethyl-2-(2-triphenylmethyl-tetrazol-5-yl)-biphenyl are added and the mixture is stirred for a further 3 hours at ambient temperature. Then the mixture is stirred into about 50 ml of saturated sodium chloride sol... Starting materials: C1(CC1)COC1=C(C(=O)O)C=C(C=C1)S(=O)(=O)C (2-cyclopropylmethoxy-5-methanesulfonyl-benzoic acid), Cl.ClC1=CC=C(C=C1)C=1CCNCC1 (4-(4-chloro-phenyl)-1,2,3,6-tetrahydro-pyridine hydrochloride). The product is ClC1=CC=C(C=C1)C=1CCN(CC1)C(=O)C1=C(C=CC(=C1)S(=O)(=O)C)OCC1CC1 ([4-(4-Chloro-phenyl)-3,6-dihydro-2H-pyridin-1-yl]-(2-cyclopropylmethoxy-5-methanesulfonyl-phenyl)-methanone). Reaction SMILES: [CH:1]1([CH2:4][O:5][C:6]2[CH:14]=[CH:13][C:12]([S:15]([CH3:18])(=[O:17])=[O:16])=[CH:11][C:7]=2[C:8]([OH:10])=O)[CH2:3][CH2:2]1.Cl.[Cl:20][C:21]1[CH:26]=[CH:25][C:24]([C:27]2[CH2:28][CH2:29][NH:30][CH2:31][CH:32]=2)=[CH:23][CH:22]=1>>[Cl:20][C:21]1[CH:26]=[CH:25][C:24]([C:27]2[CH2:32][CH2:31][N:30]([C:8]([C:7]3[CH:11]=[C:12]([S:15]([CH3:18])(=[O:17])=[O:16])[CH:13]=[CH:14][C:6]=3[O:5][CH2:4][CH:1]3[CH2:2][CH2:3]3)=[O:10])[CH2:29][CH:28]=2)=[CH:23][CH:22]=1 |f:1.2|. Procedure details: According to the procedure described for the synthesis of example 4, step f, the title compound has been synthesized from 2-cyclopropylmethoxy-5-methanesulfonyl-benzoic acid (CAS: 845616-03-7) and 4-(4-chloro-phenyl)-1,2,3,6-tetrahydro-pyridine hydrochloride (commercial). MS (m/e): 446.0 (MH+, 100%). The reactants are ClC=1N=C(C(=NC1CC)C(=O)N)NC1=CC=C(C=C1)N1CCC(CC1)N1CCN(CC1)C (5-chloro-6-ethyl-3-({4-[4-(4-methylpiperazin-1-yl)piperidin-1-yl]phenyl}amino)pyrazine-2-carboxamide), C(C1=CC=CC=C1)N1[C@H](CCC1)CO ([(2R)-1-benzylpyrrolidin-2-yl]methanol), C1COCCOCCOCCOCCOCCO1 (18-crown-6), CC(C)([O-])C.[K+] (potassium t-butoxide). Solvent: C(C)(=O)OCC (ethyl acetate), O (water), O1CCOCC1 (dioxane). Run at temperature 100 celsius, time 5 hour. Yields the product C(C1=CC=CC=C1)N1[C@H](CCC1)COC=1N=C(C(=NC1CC)C(=O)N)NC1=CC=C(C=C1)N1CCC(CC1)N1CCN(CC1)C (5-{[(2R)-1-benzylpyrrolidin-2-yl]methoxy}-6-ethyl-3-({4-[4-(4-methylpiperazin-1-yl)piperidin-1-yl]phenyl}amino)pyrazine-2-carboxamide). Isolated yield 50.1%. Reaction SMILES: Cl[C:2]1[N:3]=[C:4]([NH:13][C:14]2[CH:19]=[CH:18][C:17]([N:20]3[CH2:25][CH2:24][CH:23]([N:26]4[CH2:31][CH2:30][N:29]([CH3:32])[CH2:28][CH2:27]4)[CH2:22][CH2:21]3)=[CH:16][CH:15]=2)[C:5]([C:10]([NH2:12])=[O:11])=[N:6][C:7]=1[CH2:8][CH3:9].[CH2:33]([N:40]1[CH2:44][CH2:43][CH2:42][C@@H:41]1[CH2:45][OH:46])[C:34]1[CH:39]=[CH:38][CH:37]=[CH:36][CH:35]=1.C1OCCOCCOCCOCCOCCOC1.CC(C)([O-])C.[K+]>C(OCC)(=O)C.O.O1CCOCC1>[CH2:33]([N:40]1[CH2:44][CH2:43][CH2:42][C@@H:41]1[CH2:45][O:46][C:2]1[N:3]=[C:4]([NH:13][C:14]2[CH:19]=[CH:18][C:17]([N:20]3[CH2:25][CH2:24][CH:23]([N:26]4[CH2:31][CH2:30][N:29]([CH3:32])[CH2:28][CH2:27]4)[CH2:22][CH2:21]3)=[CH:16][CH:15]=2)[C:5]([C:10]([NH2:12])=[O:11])=[N:6][C:7]=1[CH2:8][CH3:9])[C:34]1[CH:39]=[CH:38][CH:37]=[CH:36][CH:35]=1 |f:3.4|. Procedure details: A mixture of 5-chloro-6-ethyl-3-({4-[4-(4-methylpiperazin-1-yl)piperidin-1-yl]phenyl}amino)pyrazine-2-carboxamide (300 mg), [(2R)-1-benzylpyrrolidin-2-yl]methanol (251 mg), 18-crown-6 (346 mg), potassium t-butoxide (147 mg), and dioxane (3 mL) was stirred at 100° C. for 5 hours. To the mixture were added water and ethyl acetate, followed by liquid separation. The organic phase was washed with saturated brine and dried over anhydrous magnesium sulfate, and then the solvent was evaporated under re... Starting materials: O=C([O-])[O-], COC(=O)c1ccc(S(=O)(=O)NCc2ccc(OC)cc2)cc1, CC(C)=O, [Cs+], [Cs+], Fc1ccc(CBr)cc1. Yields the product COC(=O)c1ccc(S(=O)(=O)N(Cc2ccc(F)cc2)Cc2ccc(OC)cc2)cc1. RXN SMILES: [C:24](=[O:25])([O-:26])[O-:27].[CH3:1][O:2][c:3]1[cH:4][cH:5][c:6]([CH2:7][NH:8][S:9](=[O:10])(=[O:11])[c:12]2[cH:13][cH:14][c:15]([C:16](=[O:17])[O:18][CH3:19])[cH:20][cH:21]2)[cH:22][cH:23]1.[CH3:39][C:40](=[O:41])[CH3:42].[Cs+:28].[Cs+:29].[F:30][c:31]1[cH:32][cH:33][c:34]([CH2:35][Br:36])[cH:37][cH:38]1>>[CH3:1][O:2][c:3]1[cH:4][cH:5][c:6]([CH2:7][N:8]([S:9](=[O:10])(=[O:11])[c:12]2[cH:13][cH:14][c:15]([C:16](=[O:17])[O:18][CH3:19])[cH:20][cH:21]2)[CH2:35][c:34]2[cH:33][cH:32][c:31]([F:30])[cH:38][cH:37]2)[cH:22][cH:23]1. Starting materials: COc1ccc(N2CCOCC2)c2sc(NC(=O)c3ccnc(Br)c3)nc12, O=C([O-])[O-], CCNCCc1ccccn1, [Cs+], [Cs+]. Yields the product CCN(CCc1ccccn1)c1cc(C(=O)Nc2nc3c(OC)ccc(N4CCOCC4)c3s2)ccn1. As a reaction SMILES: [Br:1][c:2]1[cH:3][c:4]([C:5](=[O:6])[NH:7][c:8]2[s:9][c:10]3[c:11]([n:12]2)[c:13]([O:23][CH3:24])[cH:14][cH:15][c:16]3[N:17]2[CH2:18][CH2:19][O:20][CH2:21][CH2:22]2)[cH:25][cH:26][n:27]1.[C:28](=[O:29])([O-:30])[O-:31].[CH2:34]([CH3:35])[NH:36][CH2:37][CH2:38][c:39]1[n:40][cH:41][cH:42][cH:43][cH:44]1.[Cs+:32].[Cs+:33]>>[c:2]1([N:36]([CH2:34][CH3:35])[CH2:37][CH2:38][c:39]2[n:40][cH:41][cH:42][cH:43][cH:44]2)[cH:3][c:4]([C:5](=[O:6])[NH:7][c:8]2[s:9][c:10]3[c:11]([n:12]2)[c:13]([O:23][CH3:24])[cH:14][cH:15][c:16]3[N:17]2[CH2:18][CH2:19][O:20][CH2:21][CH2:22]2)[cH:25][cH:26][n:27]1. The reactants are Cl (HCl), N1([C@H](C(=O)N[C@@H](CCCNC(NS(=O)(=O)C2=CC=C(C)C=C2)=N)C(=O)N[C@@H](CC2=CC=CC=C2)C(=O)OCC)CCC1)C(=O)OC(C)(C)C (BOC-Pro-Arg(Tos)-Phe-OEt), Cl (HCl). Run in CO (methanol). Conditions: time 90 minute. The product is N1([C@H](C(=O)N[C@@H](CCCNC(NS(=O)(=O)C2=CC=C(C)C=C2)=N)C(=O)N[C@@H](CC2=CC=CC=C2)C(=O)O)CCC1)C(=O)OC(C)(C)C (BOC-Pro-Arg(Tos)-Phe-OH). Isolated yield 86.9%. Reaction SMILES: [N:1]1([C:43]([O:45][C:46]([CH3:49])([CH3:48])[CH3:47])=[O:44])[CH2:42][CH2:41][CH2:40][C@H:2]1[C:3]([NH:5][C@H:6]([C:24]([NH:26][C@H:27]([C:35]([O:37]CC)=[O:36])[CH2:28][C:29]1[CH:34]=[CH:33][CH:32]=[CH:31][CH:30]=1)=[O:25])[CH2:7][CH2:8][CH2:9][NH:10][C:11](=[NH:23])[NH:12][S:13]([C:16]1[CH:22]=[CH:21][C:19]([CH3:20])=[CH:18][CH:17]=1)(=[O:15])=[O:14])=[O:4].Cl>CO>[N:1]1([C:43]([O:45][C:46]([CH3:49])([CH3:48])[CH3:47])=[O:44])[CH2:42][CH2:41][CH2:40][C@H:2]1[C:3]([NH:5][C@H:6]([C:24]([NH:26][C@H:27]([C:35]([OH:37])=[O:36])[CH2:28][C:29]1[CH:34]=[CH:33][CH:32]=[CH:31][CH:30]=1)=[O:25])[CH2:7][CH2:8][CH2:9][NH:10][C:11](=[NH:23])[NH:12][S:13]([C:16]1[CH:17]=[CH:18][C:19]([CH3:20])=[CH:21][CH:22]=1)(=[O:15])=[O:14])=[O:4]. Reported procedure: The substance [38] (35.04 g, 50 mM) was dissolved in methanol (200 ml). Ln-HCl (60 ml, 60 mM) was added dropwise during 20 minutes at 0° C. and the mixture was stirred at room temperature for 90 minutes. 1 N HCl (10 ml) was added to the reaction mixture at 0° C., methanol was removed in vacuo, and 1 N HCl (55 ml) was added thereto at 0° C. (pH 2). The precipitate was filtered and dried in vacuo (27.95 g). The filtration was extracted with chloroform. The chloroform layer was washed three times w... Starting materials: BrC1=NC=CC=C1 (2-bromopyridine), C(=O)([O-])[O-].[Na+].[Na+] (Na2CO3), BrC=1C=NC(=NC1)N1[C@@H](C[C@H](C1)SC(C1=CC=CC=C1)(C1=CC=CC=C1)C1=CC=CC=C1)COCC1=C(C=C(C(=C1)F)F)F ((2S,4R)-5-Bromo-2-[2-(2,4,5-trifluoro-benzyloxymethyl)-4-tritylsulfanyl-pyrrolidin-1-yl]-pyrimidine), B1(OC(C(O1)(C)C)(C)C)B2OC(C(O2)(C)C)(C)C (bis(pinacolato)diboron), C(C)(=O)[O-].[K+] (potassium acetate). The reagents and catalysts are C1=CC=C(C=C1)P([C-]2C=CC=C2)C3=CC=CC=C3.C1=CC=C(C=C1)P([C-]2C=CC=C2)C3=CC=CC=C3.Cl[Pd]Cl.[Fe+2] (PdCl2(dppf)), C1=CC=C(C=C1)P([C-]2C=CC=C2)C3=CC=CC=C3.C1=CC=C(C=C1)P([C-]2C=CC=C2)C3=CC=CC=C3.Cl[Pd]Cl.[Fe+2] (PdCl2(dppf)). Solvent: CN(C)C=O (DMF). Run at temperature 80 celsius. Product: N1=C(C=CC=C1)C=1C=NC(=NC1)N1[C@@H](C[C@H](C1)SC(C1=CC=CC=C1)(C1=CC=CC=C1)C1=CC=CC=C1)COCC1=C(C=C(C(=C1)F)F)F ((2S,4R)-5-Pyridin-2-yl-2-[2-(2,4,5-trifluoro-benzyloxymethyl)-4-tritylsulfanyl-pyrrolidin-1-yl]-pyrimidine). The yield is 18.5%. Reaction SMILES: Br[C:2]1[CH:3]=[N:4][C:5]([N:8]2[CH2:12][C@H:11]([S:13][C:14]([C:27]3[CH:32]=[CH:31][CH:30]=[CH:29][CH:28]=3)([C:21]3[CH:26]=[CH:25][CH:24]=[CH:23][CH:22]=3)[C:15]3[CH:20]=[CH:19][CH:18]=[CH:17][CH:16]=3)[CH2:10][C@H:9]2[CH2:33][O:34][CH2:35][C:36]2[CH:41]=[C:40]([F:42])[C:39]([F:43])=[CH:38][C:37]=2[F:44])=[N:6][CH:7]=1.B1(B2OC(C)(C)C(C)(C)O2)OC(C)(C)C(C)(C)O1.C([O-])(=O)C.[K+].Br[C:69]1[CH:74]=[CH:73][CH:72]=[CH:71][N:70]=1.C([O-])([O-])=O.[Na+].[Na+]>CN(C=O)C.C1C=CC(P(C2C=CC=CC=2)[C-]2C=CC=C2)=CC=1.C1C=CC(P(C2C=CC=CC=2)[C-]2C=CC=C2)=CC=1.Cl[Pd]Cl.[Fe+2]>[N:70]1[CH:71]=[CH:72][CH:73]=[CH:74][C:69]=1[C:2]1[CH:7]=[N:6][C:5]([N:8]2[CH2:12][C@H:11]([S:13][C:14]([C:21]3[CH:26]=[CH:25][CH:24]=[CH:23][CH:22]=3)([C:15]3[CH:20]=[CH:19][CH:18]=[CH:17][CH:16]=3)[C:27]3[CH:28]=[CH:29][CH:30]=[CH:31][CH:32]=3)[CH2:10][C@H:9]2[CH2:33][O:34][CH2:35][C:36]2[CH:41]=[C:40]([F:42])[C:39]([F:43])=[CH:38][C:37]=2[F:44])=[N:4][CH:3]=1 |f:2.3,5.6.7,9.10.11.12|. Procedure: A solution of 0.68 g (1 mmol) (2S,4R)-5-Bromo-2-[2-(2,4,5-trifluoro-benzyloxymethyl)-4-tritylsulfanyl-pyrrolidin-1-yl]-pyrimidine, 0.28 g (1.1 mmol) bis(pinacolato)diboron, 0.29 g (3 mmol, dried 2 h at 100° C., 0.1 Torr) potassium acetate and 0.024 g (0.03 mmol) PdCl2(dppf) in 12 ml DMF were stirred for 4.5 h at 80° C. The reaction was cooled, treated with 0.195 ml (2 mmol) 2-bromopyridine, 0.024 g (0.03 mmol) PdCl2(dppf) and 2.5 ml aqueous 2 M Na2CO3 solution and heated for 16 h at 80° C. The r... The reactants are ClC(Cl)Cl, [Ca+2], [Cl-], [Cl-], S=C(Cl)Cl, [Na+], [OH-], O, COc1ccc(SC(=O)c2ccc(O)cc2)cc1. The product is COc1ccc(SC(=O)c2ccc(OC(=S)Cl)cc2)cc1. As a reaction SMILES: [CH:29]([Cl:30])([Cl:31])[Cl:32].[Ca+2:27].[Cl-:25].[Cl-:26].[Cl:21][C:22]([Cl:23])=[S:24].[Na+:2].[OH-:1].[OH2:28].[OH:3][c:4]1[cH:5][cH:6][c:7]([C:8](=[O:9])[S:10][c:11]2[cH:12][cH:13][c:14]([O:17][CH3:18])[cH:15][cH:16]2)[cH:19][cH:20]1>>[O:3]([c:4]1[cH:5][cH:6][c:7]([C:8](=[O:9])[S:10][c:11]2[cH:12][cH:13][c:14]([O:17][CH3:18])[cH:15][cH:16]2)[cH:19][cH:20]1)[C:22]([Cl:21])=[S:24]. Product: CC(C)c1cc(Oc2c(Cl)cc([N+](=O)[O-])cc2Cl)ccc1O. The reactants are BrB(Br)Br, COc1ccc(Oc2c(Cl)cc([N+](=O)[O-])cc2Cl)cc1C(C)C, ClCCl. As a reaction SMILES: [B:24]([Br:25])([Br:26])[Br:27].[Cl:1][c:2]1[cH:3][c:4]([N+:21](=[O:22])[O-:23])[cH:5][c:6]([Cl:20])[c:7]1[O:8][c:9]1[cH:10][c:11]([CH:17]([CH3:18])[CH3:19])[c:12]([O:15][CH3:16])[cH:13][cH:14]1.[Cl:28][CH2:29][Cl:30]>>[Cl:1][c:2]1[cH:3][c:4]([N+:21](=[O:22])[O-:23])[cH:5][c:6]([Cl:20])[c:7]1[O:8][c:9]1[cH:10][c:11]([CH:17]([CH3:18])[CH3:19])[c:12]([OH:15])[cH:13][cH:14]1. Starting materials: ClCC1=CC2=C(N(C(C(C(N2C)=O)(C)C)=O)CC)C=C1 (7-chloromethyl-1-ethyl-3,3,5-trimethyl-1,5-dihydrobenzo[b][1,4]diazepine-2,4-dione), [C-]#N.[Na+] (sodium cyanide), O (Water). Solvent: CN(C)C=O (DMF). Conditions: time 8 hour. Product: C(C)N1C2=C(N(C(C(C1=O)(C)C)=O)C)C=C(C=C2)CC#N ((1-Ethyl-3,3,5-trimethyl-2,4-dioxo-2,3,4,5-tetrahydro-1H-benzo[b][1,4]diazepin-7-yl)-acetonitrile). Isolated yield 78.2%. As a reaction SMILES: Cl[CH2:2][C:3]1[CH:20]=[CH:19][C:6]2[N:7]([CH2:17][CH3:18])[C:8](=[O:16])[C:9]([CH3:15])([CH3:14])[C:10](=[O:13])[N:11]([CH3:12])[C:5]=2[CH:4]=1.[C-:21]#[N:22].[Na+].O>CN(C=O)C>[CH2:17]([N:7]1[C:8](=[O:16])[C:9]([CH3:15])([CH3:14])[C:10](=[O:13])[N:11]([CH3:12])[C:5]2[CH:4]=[C:3]([CH2:2][C:21]#[N:22])[CH:20]=[CH:19][C:6]1=2)[CH3:18] |f:1.2|. Procedure: To a solution of 7-chloromethyl-1-ethyl-3,3,5-trimethyl-1,5-dihydrobenzo[b][1,4]diazepine-2,4-dione (1.11 g) in DMF(15 ml) was added sodium cyanide(0.59 g) at room temperature, the mixture was stirred overnight. Water was added to the reaction mixture, followed by extraction using ethyl acetate. The organic layer was dried with magnesium sulfate, and was condensed under reduced pressure to give the title compound(0.84 g) as a pale yellow oil.